From a dataset of the Open Reaction Database (ORD), a public repository of structured organic reaction records. describe an organic reaction: reactants, conditions, products, and yield Starting materials: C(C)(=O)OC(C)=O (acetic anhydride), compound, NC1CNC2=C(C=CC(=C2C1=O)N)Cl (3,5-Diamino-8-chloro-2,3-dihydro-quinoline-4-one), ClCCl (dichloromethane), C1CCOC1 (THF). The solvent is N1=CC=CC=C1 (pyridine). The product is C(C)(=O)NC1CNC2=C(C=CC(=C2C1=O)N)Cl (3-Acetylamino-5-amino-8-chloro-2,3-dihydroquinoline-4-one). Reaction SMILES: [NH2:1][CH:2]1[C:11](=[O:12])[C:10]2[C:5](=[C:6]([Cl:14])[CH:7]=[CH:8][C:9]=2[NH2:13])[NH:4][CH2:3]1.ClCCl.C1C[O:21][CH2:20][CH2:19]1.C(OC(=O)C)(=O)C>N1C=CC=CC=1>[C:20]([NH:1][CH:2]1[C:11](=[O:12])[C:10]2[C:5](=[C:6]([Cl:14])[CH:7]=[CH:8][C:9]=2[NH2:13])[NH:4][CH2:3]1)(=[O:21])[CH3:19]. Procedure: 260 mg of the compound prepared in (3) above was dissolved into a mixed solvent of 5 ml of dichloromethane and 5 ml of THF. To this solution were added 0.16 ml of pyridine and 0.13 ml of acetic anhydride while stirring under ice cooling, and the mixture was stirred for 20 minutes. The reaction product was concentrated, and after the addition of chloroform, the residue was washed with saturated sodium bicarbonate and saturated brine, and dried over anhydrous sodium sulfate. The product was concen... Reactants: ethyl acetate hexanes, FC1=C(C=CC=C1F)[C@H]1CC=2C(=NC=CC2)[C@@H](CC1)O ((6R,9R)-6-(2,3-difluorophenyl)-6,7,8,9-tetrahydro-5H-cyclohepta[b]pyridin-9-ol), [OH-].COC(=O)NS(=O)(=O)[N+](CC)(CC)CC ((methoxycarbonylsulfamoyl)triethylammonium hydroxide), salt. The solvent is C1=CC=CC=C1 (benzene). Conditions: temperature 85 celsius, time 1 hour. Yields the product FC1=C(C=CC=C1F)[C@H]1CC=2C(=NC=CC2)\C=C/C1 ((R,Z)-6-(2,3-difluorophenyl)-6,7-dihydro-5H-cyclohepta[b]pyridine). Isolated yield 44.9%. Reaction SMILES: [F:1][C:2]1[C:7]([F:8])=[CH:6][CH:5]=[CH:4][C:3]=1[C@@H:9]1[CH2:19][CH2:18][C@@H:17](O)[C:12]2=[N:13][CH:14]=[CH:15][CH:16]=[C:11]2[CH2:10]1.[OH-].COC(NS([N+](CC)(CC)CC)(=O)=O)=O>C1C=CC=CC=1>[F:1][C:2]1[C:7]([F:8])=[CH:6][CH:5]=[CH:4][C:3]=1[C@@H:9]1[CH2:19][CH:18]=[CH:17][C:12]2=[N:13][CH:14]=[CH:15][CH:16]=[C:11]2[CH2:10]1 |f:1.2|. Procedure details: In an oven-dried 250 mL round-bottom flask was mixed (6R,9R)-6-(2,3-difluorophenyl)-6,7,8,9-tetrahydro-5H-cyclohepta[b]pyridin-9-ol (1.93 g, 7.01 mmol) and (methoxycarbonylsulfamoyl)triethylammonium hydroxide, inner salt (2.005 g, 8.41 mmol) in benzene (60 mL) to give a suspension. It was heated at 85° C. with stirring under nitrogen for 1 h (color quickly changed to deep red). LCMS showed desired MW. TLC (1/1 ethyl acetate/hexanes) showed only a trace of SM left and a major, more polar componen...